The task is: describe an organic reaction: reactants, conditions, products, and yield. This data is from the Open Reaction Database (ORD), a public repository of structured organic reaction records. Run in O (water), O (water). Reported procedure: A 1-liter, 3-neck, round-bottom flask was equipped with a mechanical stirrer, thermometer, and a Dean-Stark water trap topped with a water cooled condenser. The flask was charged with a mixture of 80.5 g (0.479 mol) dehydroacetic acid, 75.0 g (0.479 mol) 4-amino-2,2,6,6-tetramethylpiperidine, and 600 ml toluene. The stirred mixture in the flask was heated to the boiling point by means of an oil bath and the water formed during the reaction was collected in the trap. After 6 hours of reflux a tot... Yields the product CC=1N(C(=CC(C1C(=O)O)=O)C)C1CC(NC(C1)(C)C)(C)C (1,4-Dihydro-2,6-dimethyl-4-oxo-1-(2,2,6,6-tetramethyl-4-piperidinyl)3-pyridinecarboxylic acid). The reactants are CC1=CC(=O)C(C(=O)O1)C(=O)C (dehydroacetic acid), NC1CC(NC(C1)(C)C)(C)C (4-amino-2,2,6,6-tetramethylpiperidine), C1(=CC=CC=C1)C (toluene). As a reaction SMILES: [CH3:1][C:2]1[O:9][C:7](=[O:8])[CH:6]([C:10]([CH3:12])=O)[C:4](=[O:5])[CH:3]=1.[NH2:13][CH:14]1[CH2:19][C:18]([CH3:21])([CH3:20])[NH:17][C:16]([CH3:23])([CH3:22])[CH2:15]1.C1(C)C=CC=CC=1>O>[CH3:12][C:10]1[N:13]([CH:14]2[CH2:15][C:16]([CH3:23])([CH3:22])[NH:17][C:18]([CH3:21])([CH3:20])[CH2:19]2)[C:2]([CH3:1])=[CH:3][C:4](=[O:5])[C:6]=1[C:7]([OH:9])=[O:8].